This data is from the Open Reaction Database (ORD), a public repository of structured organic reaction records. The task is: describe an organic reaction: reactants, conditions, products, and yield The reactants are C(CCCCCCCCCCC)OC1=C(C=C(C(=O)OC2=CC=C(C=C2)OCC2=CC=CC=C2)C=C1)Cl (p-benzyloxyphenyl 4-dodecyloxy-3-chlorobenzoate), [H][H] (hydrogen). Reagents/catalysts: [Pd] (Pd/C). Solvent: C(C)(=O)OCC (ethyl acetate). The product is C(CCCCCCCCCCC)OC1=C(C=C(C(=O)OC2=CC=C(C=C2)O)C=C1)Cl (4-hydroxyphenyl 4-dodecyloxy-3-chlorobenzoate). As a reaction SMILES: [CH2:1]([O:13][C:14]1[CH:36]=[CH:35][C:17]([C:18]([O:20][C:21]2[CH:26]=[CH:25][C:24]([O:27]CC3C=CC=CC=3)=[CH:23][CH:22]=2)=[O:19])=[CH:16][C:15]=1[Cl:37])[CH2:2][CH2:3][CH2:4][CH2:5][CH2:6][CH2:7][CH2:8][CH2:9][CH2:10][CH2:11][CH3:12].[H][H]>C(OCC)(=O)C.[Pd]>[CH2:1]([O:13][C:14]1[CH:36]=[CH:35][C:17]([C:18]([O:20][C:21]2[CH:26]=[CH:25][C:24]([OH:27])=[CH:23][CH:22]=2)=[O:19])=[CH:16][C:15]=1[Cl:37])[CH2:2][CH2:3][CH2:4][CH2:5][CH2:6][CH2:7][CH2:8][CH2:9][CH2:10][CH2:11][CH3:12]. Procedure: To 1.0 g of this 4-n-dodecyloxy-3-chlorobenzoic acid was added 10 g of thionyl chloride, and the mixture was refluxed for 3 hours and unreacted thionyl chloride was removed under a reduced pressure. Thus, 4-n-dodecyloxy-3-chlorobenzoic acid chloride was quantitatively obtained. A solution of the so-obtained compound in toluene was added dropwise to a solution of 0.59 g of p-benzyloxyphenol and 0.3 g of triethylamine in toluene, and the mixture was stirred overnight. The thus-obtained solution wa... Starting materials: C=1C=CC2=C(C1)N=NN2O (HOBT), CCN=C=NCCCN(C)C (EDCI), CCN(C(C)C)C(C)C (DIPEA), [Cl-].[NH4+] (ammonium chloride), ClC1=CC=C(C=C1)C=1OC=2C(N1)=C(C=CC2)C(=O)O (2-(4-chlorophenyl)benzo[d]oxazole-4-carboxylic acid), Cl (hydrochloric acid). Run in O (water), CN(C=O)C (dimethyl formamide). Reaction conditions: time 20 hour. Yields the product ClC1=CC=C(C=C1)C=1OC=2C(N1)=C(C=CC2)C(=O)N (2-(4-chlorophenyl)benzo[d]oxazole-4-carboxamide). Isolated yield 7.3%. RXN SMILES: [Cl:1][C:2]1[CH:7]=[CH:6][C:5]([C:8]2[O:9][C:10]3[C:11](=[C:13]([C:17]([OH:19])=O)[CH:14]=[CH:15][CH:16]=3)[N:12]=2)=[CH:4][CH:3]=1.C1C=CC2N(O)N=[N:26]C=2C=1.CCN=C=NCCCN(C)C.CCN(C(C)C)C(C)C.[Cl-].[NH4+].Cl>CN(C)C=O.O>[Cl:1][C:2]1[CH:7]=[CH:6][C:5]([C:8]2[O:9][C:10]3[C:11](=[C:13]([C:17]([NH2:26])=[O:19])[CH:14]=[CH:15][CH:16]=3)[N:12]=2)=[CH:4][CH:3]=1 |f:4.5|. Procedure details: 2-(4-chlorophenyl)benzo[d]oxazole-4-carboxylic acid 4 (0.137 g, 0.5 mmol) in dimethyl formamide (10 mL) was added was added HOBT (0.085 g, 0.55 mmol), EDCI (0.115 g, 0.6 mmol), DIPEA (0.194 g, 1.5 mmol) and ammonium chloride (0.0265 g, 0.5 mmol). The reaction mixture was stirred at room temperature for 20 hr, cooled and poured into water (10 mL). The solution was acidified to pH=3 with 1N aqueous hydrochloric acid. Then the solution was extracted with dichloromethane (70 mL×3). The organic layer... Starting materials: CCCCc1nn(-c2cc([N+](=O)[O-])ccc2Cl)c(=O)n1Cc1ccc(-c2ccccc2S(=O)(=O)NC(=O)c2ccccc2Cl)cc1, [Cl-], O, O. Product: CCCCc1nn(-c2cc(N)ccc2Cl)c(=O)n1Cc1ccc(-c2ccccc2S(=O)(=O)NC(=O)c2ccccc2Cl)cc1. RXN SMILES: [CH2:1]([CH2:2][CH2:3][CH3:4])[c:5]1[n:6]([CH2:21][c:22]2[cH:23][cH:24][c:25](-[c:28]3[c:29]([S:34]([NH:35][C:36]([c:37]4[c:38]([Cl:43])[cH:39][cH:40][cH:41][cH:42]4)=[O:44])(=[O:45])=[O:46])[cH:30][cH:31][cH:32][cH:33]3)[cH:26][cH:27]2)[c:7](=[O:20])[n:8](-[c:10]2[c:11]([Cl:19])[cH:12][cH:13][c:14]([N+:16]([O-:17])=[O:18])[cH:15]2)[n:9]1.[Cl-:49].[OH2:47].[OH2:48]>>[CH2:1]([CH2:2][CH2:3][CH3:4])[c:5]1[n:6]([CH2:21][c:22]2[cH:23][cH:24][c:25](-[c:28]3[c:29]([S:34]([NH:35][C:36]([c:37]4[c:38]([Cl:43])[cH:39][cH:40][cH:41][cH:42]4)=[O:44])(=[O:45])=[O:46])[cH:30][cH:31][cH:32][cH:33]3)[cH:26][cH:27]2)[c:7](=[O:20])[n:8](-[c:10]2[c:11]([Cl:19])[cH:12][cH:13][c:14]([NH2:16])[cH:15]2)[n:9]1.